Dataset: the Open Reaction Database (ORD), a public repository of structured organic reaction records. Task: describe an organic reaction: reactants, conditions, products, and yield Starting materials: ClCCl, CCCCCCCCCCCCCCCC(=O)OCC(COC(=O)CCCCCCCCCCCCCCC)OC(=O)CC(C)(C)CC(=O)Cl, Oc1cc(Cl)ccc1Oc1ccc(Cl)cc1Cl, c1ccncc1. Yields the product CCCCCCCCCCCCCCCC(=O)OCC(COC(=O)CCCCCCCCCCCCCCC)OC(=O)CC(C)(C)CC(=O)Oc1cc(Cl)ccc1Oc1ccc(Cl)cc1Cl. Reaction SMILES: [CH2:74]([Cl:75])[Cl:76].[Cl:1][C:2](=[O:3])[CH2:4][C:5]([CH2:6][C:7](=[O:8])[O:9][CH:10]([CH2:11][O:12][C:13]([CH2:14][CH2:15][CH2:16][CH2:17][CH2:18][CH2:19][CH2:20][CH2:21][CH2:22][CH2:23][CH2:24][CH2:25][CH2:26][CH2:27][CH3:28])=[O:29])[CH2:30][O:31][C:32]([CH2:33][CH2:34][CH2:35][CH2:36][CH2:37][CH2:38][CH2:39][CH2:40][CH2:41][CH2:42][CH2:43][CH2:44][CH2:45][CH2:46][CH3:47])=[O:48])([CH3:49])[CH3:50].[OH:51][c:52]1[cH:53][c:54]([Cl:55])[cH:56][cH:57][c:58]1[O:59][c:60]1[cH:61][cH:62][c:63]([Cl:64])[cH:65][c:66]1[Cl:67].[cH:68]1[cH:69][cH:70][n:71][cH:72][cH:73]1>>[C:2](=[O:3])([CH2:4][C:5]([CH2:6][C:7](=[O:8])[O:9][CH:10]([CH2:11][O:12][C:13]([CH2:14][CH2:15][CH2:16][CH2:17][CH2:18][CH2:19][CH2:20][CH2:21][CH2:22][CH2:23][CH2:24][CH2:25][CH2:26][CH2:27][CH3:28])=[O:29])[CH2:30][O:31][C:32]([CH2:33][CH2:34][CH2:35][CH2:36][CH2:37][CH2:38][CH2:39][CH2:40][CH2:41][CH2:42][CH2:43][CH2:44][CH2:45][CH2:46][CH3:47])=[O:48])([CH3:49])[CH3:50])[O:51][c:52]1[cH:53][c:54]([Cl:55])[cH:56][cH:57][c:58]1[O:59][c:60]1[cH:61][cH:62][c:63]([Cl:64])[cH:65][c:66]1[Cl:67]. The reactants are ClC=1C=C(C=CC1)NC1=C2C(=NC=N1)NN=C2C2=CC=C(C=C2)OC (4-(3-chloro-phenylamino)-3-(4-methoxy-phenyl)-1H-pyrazolo[3,4-d]pyrimidine), [Cl-].[Al+3].[Cl-].[Cl-] (aluminum chloride), ice water. The solvent is C1=CC=CC=C1 (benzene). Yields the product ClC=1C=C(C=CC1)NC1=C2C(=NC=N1)NN=C2C2=CC=C(C=C2)O (4-(3-Chloro-phenylamino)-3-(4-hydroxy-phenyl)-1H-pyrazolo[3,4-d]pyrimidine). RXN SMILES: [Cl:1][C:2]1[CH:3]=[C:4]([NH:8][C:9]2[N:14]=[CH:13][N:12]=[C:11]3[NH:15][N:16]=[C:17]([C:18]4[CH:23]=[CH:22][C:21]([O:24]C)=[CH:20][CH:19]=4)[C:10]=23)[CH:5]=[CH:6][CH:7]=1.[Cl-].[Al+3].[Cl-].[Cl-]>C1C=CC=CC=1>[Cl:1][C:2]1[CH:3]=[C:4]([NH:8][C:9]2[N:14]=[CH:13][N:12]=[C:11]3[NH:15][N:16]=[C:17]([C:18]4[CH:23]=[CH:22][C:21]([OH:24])=[CH:20][CH:19]=4)[C:10]=23)[CH:5]=[CH:6][CH:7]=1 |f:1.2.3.4|. Reported procedure: With the exclusion of air and moisture, a mixture of 0.442 g (1.2 mmol) of 4-(3-chloro-phenylamino)-3-(4-methoxy-phenyl)-1H-pyrazolo[3,4-d]pyrimidine [see Example 34], 1.16 g (8.7 mmol) of anhydrous aluminum chloride and 20 ml of benzene is heated under reflux for 45 minutes. The reaction mixture is then poured into ice-water, filtered and washed with water and the filter residue is partitioned between a 5% solution of sodium hydrogen carbonate in water and ethyl acetate. The organic phase is wa... The reactants are C(C)(C)(C)OC(NC1=C(C=C(C(=C1)OC)C(F)(F)F)NC(CC(C1=CC(=CC=C1)C1=CC=NC=C1)=O)=O)=O ({5-methoxy-2-[3-oxo-3-(3-pyridin-4-yl-phenyl)-propionylamino]-4-trifluoromethyl-phenyl}-carbamic acid tert-butyl ester), C(=O)(C(F)(F)F)O (TFA). The solvent is C(Cl)Cl (CH2Cl2). Yields the product COC1=CC2=C(NC(CC(=N2)C2=CC(=CC=C2)C2=CC=NC=C2)=O)C=C1C(F)(F)F (7-Methoxy-4-(3-pyridin-4-yl-phenyl)-8-trifluoromethyl-1,3-dihydro-benzo[b][1,4]diazepin-2-one), solid. Reaction SMILES: C(OC(=O)[NH:7][C:8]1[CH:13]=[C:12]([O:14][CH3:15])[C:11]([C:16]([F:19])([F:18])[F:17])=[CH:10][C:9]=1[NH:20][C:21](=[O:37])[CH2:22][C:23](=O)[C:24]1[CH:29]=[CH:28][CH:27]=[C:26]([C:30]2[CH:35]=[CH:34][N:33]=[CH:32][CH:31]=2)[CH:25]=1)(C)(C)C.C(O)(C(F)(F)F)=O>C(Cl)Cl>[CH3:15][O:14][C:12]1[C:11]([C:16]([F:19])([F:18])[F:17])=[CH:10][C:9]2[NH:20][C:21](=[O:37])[CH2:22][C:23]([C:24]3[CH:29]=[CH:28][CH:27]=[C:26]([C:30]4[CH:35]=[CH:34][N:33]=[CH:32][CH:31]=4)[CH:25]=3)=[N:7][C:8]=2[CH:13]=1. Procedure: The title compound was prepared from {5-methoxy-2-[3-oxo-3-(3-pyridin-4-yl-phenyl)-propionylamino]-4-trifluoromethyl-phenyl}-carbamic acid tert-butyl ester (Example M31) by treatment with TFA in CH2Cl2 according to the general procedure N. Obtained as a light yellow solid (183 mg). Reactants: FC1=C(C=CC(=C1)C(F)(F)F)[C@@H]([C@@H]1CCC(N1C(=O)OC(C)(C)C)(C)C)NC(=O)N1CC=2N=C(N=CC2CC1)NC1CCOCC1 ((S)-tert-butyl 5-((S)-(2-fluoro-4-(trifluoromethyl)phenyl)(2-(tetrahydro-2H-pyran-4-ylamino)-5,6,7,8-tetrahydropyrido[3,4-d]pyrimidine-7-carboxamido)methyl)-2,2-dimethylpyrrolidine-1-carboxylate), C(=O)([O-])[O-].[Na+].[Na+] (Na2CO3), Cl (HCl), CC(C)O (IPA). The solvent is C(Cl)Cl (DCM). Run at time 1 hour. Product: CC1(CC[C@H](N1)[C@@H](NC(=O)N1CC=2N=C(N=CC2CC1)NC1CCOCC1)C1=C(C=C(C=C1)C(F)(F)F)F)C (N—((S)—((S)-5,5-dimethylpyrrolidin-2-yl)(2-fluoro-4-(trifluoromethyl)phenyl)methyl)-2-(tetrahydro-2H-pyran-4-ylamino)-5,6-dihydropyrido[3,4-d]pyrimidine-7(8H)-carboxamide). RXN SMILES: [F:1][C:2]1[CH:7]=[C:6]([C:8]([F:11])([F:10])[F:9])[CH:5]=[CH:4][C:3]=1[C@H:12]([NH:27][C:28]([N:30]1[CH2:39][CH2:38][C:37]2[CH:36]=[N:35][C:34]([NH:40][CH:41]3[CH2:46][CH2:45][O:44][CH2:43][CH2:42]3)=[N:33][C:32]=2[CH2:31]1)=[O:29])[C@H:13]1[N:17](C(OC(C)(C)C)=O)[C:16]([CH3:26])([CH3:25])[CH2:15][CH2:14]1.Cl.CC(O)C.C([O-])([O-])=O.[Na+].[Na+]>C(Cl)Cl>[CH3:25][C:16]1([CH3:26])[NH:17][C@H:13]([C@H:12]([C:3]2[CH:4]=[CH:5][C:6]([C:8]([F:10])([F:9])[F:11])=[CH:7][C:2]=2[F:1])[NH:27][C:28]([N:30]2[CH2:39][CH2:38][C:37]3[CH:36]=[N:35][C:34]([NH:40][CH:41]4[CH2:42][CH2:43][O:44][CH2:45][CH2:46]4)=[N:33][C:32]=3[CH2:31]2)=[O:29])[CH2:14][CH2:15]1 |f:3.4.5|. Procedure: To a solution of 324 (0.380 g, 0.584 mmol) and DCM (5 mL). was added 6M HCl in IPA (0.973 mL, 5.84 mmol) and the reaction was stirred for 1 h and then poured into Na2CO3 and extracted with DCM. The combined organic extracts were dried (MgSO4), filtered, and concentrated in vacuo. The crude product was purified by SiO2 chromatography eluting with a DCM/MeOH gradient (500:40 to 500:50) to afford 0.210 g (65.3%) of I-86: MS m/z (APCI-pos) M+1=551.